This data is from the Open Reaction Database (ORD), a public repository of structured organic reaction records. The task is: describe an organic reaction: reactants, conditions, products, and yield Starting materials: C(C)(=O)OC(C)=O (acetic anhydride), C1=CC=C(C=C1)C2=CC=CC=C2.C1=CC=C(C=C1)OC2=CC=CC=C2 (Dowtherm-A), C(C)(=O)OC(C)=O (acetic anhydride), C1=CC=C(C=C1)C2=CC=CC=C2.C1=CC=C(C=C1)OC2=CC=CC=C2 (Dowtherm-A). As a reaction SMILES: [CH:1]1[CH:6]=[CH:5][C:4]([C:7]2[CH:12]=[CH:11][CH:10]=[CH:9][CH:8]=2)=[CH:3][CH:2]=1.C1C=CC(OC2C=CC=CC=2)=CC=1.C(OC(=O)C)(=O)C>>[C:4]1([C:7]2[CH:8]=[CH:9][CH:10]=[CH:11][CH:12]=2)[CH:5]=[CH:6][CH:1]=[CH:2][CH:3]=1 |f:0.1|. Conditions: time 1 hour. Procedure details: Dowtherm-A was heated in the presence of 2 wt. % acetic anhydride for 5 hours. The reflux temperature reached 235° C. Color formation appeared after one hour at 235° C. The yellow color gradually turned to yellowish-brown. This color did not seem to increase after this point. It is believed that acetic anhydride either reacted with Dowtherm-A to give acylated diphenyl ether and/or biphenyl or there was a degradation of the diphenyl ether into phenolic compounds. The product is acylated diphenyl ether, C1(=CC=CC=C1)C1=CC=CC=C1 (biphenyl). The reactants are C(\C=C\C(=O)OC)(=O)OCCN(C)C (2-(dimethylamino)ethyl methyl fumarate), CI (methyl iodide). Run in C(C)OCC (diethyl ether). Reaction conditions: time 18 hour. Product: [I-].COC(/C=C/C(=O)OCC[N+](C)(C)C)=O ((E)-2-((4-methoxy-4-oxobut-2-enoyl)oxy)-N,N,N-trimethylethanaminium iodide). RXN SMILES: [C:1]([O:9][CH2:10][CH2:11][N:12]([CH3:14])[CH3:13])(=[O:8])/[CH:2]=[CH:3]/[C:4]([O:6][CH3:7])=[O:5].[CH3:15][I:16]>C(OCC)C>[I-:16].[CH3:7][O:6][C:4](=[O:5])/[CH:3]=[CH:2]/[C:1]([O:9][CH2:10][CH2:11][N+:12]([CH3:15])([CH3:14])[CH3:13])=[O:8] |f:3.4|. Procedure: To a solution of 2-(dimethylamino)ethyl methyl fumarate 19 (760 mg, 3.7 mmol) in diethyl ether (20 ml) was added methyl iodide (246 μl, 3.9 mmol). The mixture was stirred at room temperature for 18 hours where a precipitate slowly formed. The mixture was filtered, washed with diethyl ether and dried in a vacuum oven at 55° C. for 18 hours to give (E)-2-((4-methoxy-4-oxobut-2-enoyl)oxy)-N,N,N-trimethylethanaminium iodide, a white solid (1.15 g, 90%). The reactants are OC1=CC=C(C(=O)OCC)C=C1 (ethyl 4-hydroxybenzoate), C([O-])([O-])=O.[K+].[K+] (potassium carbonate), BrCCOCCOC (1-bromo-2-(2-methoxyethoxy)ethane). Reagents/catalysts: [I-].[K+] (potassium iodide). Run in COCCOC (DME). Yields the product COCCOCCOC1=CC=C(C(=O)OCC)C=C1 (Ethyl 4-[2-(2-methoxyethoxy)ethoxy]benzoate). Yield: 67.2%. As a reaction SMILES: [OH:1][C:2]1[CH:12]=[CH:11][C:5]([C:6]([O:8][CH2:9][CH3:10])=[O:7])=[CH:4][CH:3]=1.C(=O)([O-])[O-].[K+].[K+].Br[CH2:20][CH2:21][O:22][CH2:23][CH2:24][O:25][CH3:26]>COCCOC.[I-].[K+]>[CH3:26][O:25][CH2:24][CH2:23][O:22][CH2:21][CH2:20][O:1][C:2]1[CH:3]=[CH:4][C:5]([C:6]([O:8][CH2:9][CH3:10])=[O:7])=[CH:11][CH:12]=1 |f:1.2.3,6.7|. Procedure details: To a solution of ethyl 4-hydroxybenzoate (2.0 g, 12.04 mmol) in dry DME (50 mL) was added potassium carbonate (3.33 g, 24.07 mmol), potassium iodide (100 mg, 0.602 mmol) and 1-bromo-2-(2-methoxyethoxy)ethane (3.6 mL, 24.07 mmol). The mixture was stirred at reflux for 2 days. After being cooled to rt, the solids were removed by filtration and the solvent by evaporation in vacuo. The remaining crude product was purified by MPLC (silica, cyclohexane/ethyl acetate 5:1) to afford the title compound (... Reactants: O.C(CC(O)(C(=O)O)CC(=O)O)(=O)O (citric acid monohydrate), [H][H] (Hydrogen), FC=1C=C(C=CC1F)[N+](=O)[O-] (3,4-Difluoronitrobenzene), N1CCOCC1 (morpholine). The reagents and catalysts are [Pd] (palladium on Carbon). Solvent: O (water), C1CCOC1 (THF). Run at time 42 minute. Yields the product FC=1C=C(N)C=CC1N1CCOCC1 (3-Fluoro-4-morpholinylaniline). RXN SMILES: [F:1][C:2]1[CH:3]=[C:4]([N+:9]([O-])=O)[CH:5]=[CH:6][C:7]=1F.[NH:12]1[CH2:17][CH2:16][O:15][CH2:14][CH2:13]1.O.C(O)(=O)CC(CC(O)=O)(C(O)=O)O.[H][H]>C1COCC1.O.[Pd]>[F:1][C:2]1[CH:3]=[C:4]([CH:5]=[CH:6][C:7]=1[N:12]1[CH2:17][CH2:16][O:15][CH2:14][CH2:13]1)[NH2:9] |f:2.3|. Reported procedure: 3,4-Difluoronitrobenzene (25.196 g, 158.38 mmol) is added to a mixture of morpholine (60.0 ml, 688 mmol, 4.34 eq) in THF (30 ml) at −14°. The mixture is permitted to warm to 10° then maintained at 10-13° for 1 hr. A mixture of citric acid monohydrate (75 g, 357 mmol, 2.25 eq) in water (365 ml) is added with concomitant exotherm to 28°. The phases are separated and the aqueous phase is washed with toluene (95 ml). The organic phase is washed with water (315 ml) and concentrated under reduced pres... Starting materials: C1CCOC1, CO, CCOC(=O)c1cn2cc(-c3cnc(CC(C)C)s3)cc(-c3ccc(F)cc3F)c2n1, [Na+], [OH-]. Product: CC(C)Cc1ncc(-c2cc(-c3ccc(F)cc3F)c3nc(C(=O)O)cn3c2)s1. RXN SMILES: [CH2:36]1[O:37][CH2:38][CH2:39][CH2:40]1.[CH3:34][OH:35].[F:1][c:2]1[c:3](-[c:9]2[c:10]3[n:11]([cH:12][c:13](-[c:15]4[cH:16][n:17][c:18]([CH2:20][CH:21]([CH3:22])[CH3:23])[s:19]4)[cH:14]2)[cH:24][c:25]([C:27](=[O:28])[O:29][CH2:30][CH3:31])[n:26]3)[cH:4][cH:5][c:6]([F:8])[cH:7]1.[Na+:33].[OH-:32]>>[F:1][c:2]1[c:3](-[c:9]2[c:10]3[n:11]([cH:12][c:13](-[c:15]4[cH:16][n:17][c:18]([CH2:20][CH:21]([CH3:22])[CH3:23])[s:19]4)[cH:14]2)[cH:24][c:25]([C:27](=[O:28])[OH:29])[n:26]3)[cH:4][cH:5][c:6]([F:8])[cH:7]1. The reactants are [OH-].[Na+] (sodium hydroxide), [H-].[Al+3].[Li+].[H-].[H-].[H-] (lithium aluminum hydride), C(C)SC1=CC2=C(N(C3=C(C=C2CC(N(C)C)=O)C=CC=C3)C)C=C1 (2-ethylthio-5-methyl-11-dimethylcarbamoylmethyl [5H] dibenzo (b,f) azepine), C(C)(=O)OCC (Ethyl acetate). The solvent is O1CCCC1 (tetrahydrofuran). Run at time 2 hour. Product: C(C)SC1=CC2=C(N(C3=C(C=C2CCN(C)C)C=CC=C3)C)C=C1 (2-ethylthio-5-methyl-11-(β-dimethylamino ethyl) [5H] dibenzo (b,f) azepine). Isolated yield 82.1%. Reaction SMILES: [H-].[Al+3].[Li+].[H-].[H-].[H-].[CH2:7]([S:9][C:10]1[CH:31]=[CH:30][C:13]2[N:14]([CH3:29])[C:15]3[CH:28]=[CH:27][CH:26]=[CH:25][C:16]=3[CH:17]=[C:18]([CH2:19][C:20](=O)[N:21]([CH3:23])[CH3:22])[C:12]=2[CH:11]=1)[CH3:8].C(OCC)(=O)C.[OH-].[Na+]>O1CCCC1>[CH2:7]([S:9][C:10]1[CH:31]=[CH:30][C:13]2[N:14]([CH3:29])[C:15]3[CH:28]=[CH:27][CH:26]=[CH:25][C:16]=3[CH:17]=[C:18]([CH2:19][CH2:20][N:21]([CH3:23])[CH3:22])[C:12]=2[CH:11]=1)[CH3:8] |f:0.1.2.3.4.5,8.9|. Procedure: 2.2 g of lithium aluminum hydride were added in small fractions to a solution of 9 g of 2-ethylthio-5-methyl-11-dimethylcarbamoylmethyl [5H] dibenzo (b,f) azepine in 270 ml of tetrahydrofuran while keeping the temperature below 30°C and the mixture was stirred for 2 hours at room temperature and was cooled to 0°C. Ethyl acetate was added to the mixture followed by a 2N sodium hydroxide solution to dissociate the precipitate formed. The insolubles were removed by filtration and the organic phase ...